This data is from the Open Reaction Database (ORD), a public repository of structured organic reaction records. The task is: describe an organic reaction: reactants, conditions, products, and yield The reactants are CNN (methylhydrazine), C(C)(C)NC(C)C.[Li] (lithium diisopropylamine), ClC1=CC=C(C=C1)S(=O)(=O)N1C2C(C(CC1CCC2)=O)=C(C)O (9-(4-chlorophenylsulfonyl)-2-(1-hydroxyethylidene)-9-azabicyclo[3.3.1]nonan-3-one), FC(C(=O)OCC)(F)F (ethyl trifluoroacetate). The product is ClC1=CC=C(C=C1)S(=O)(=O)N1C2C=3C(=NN(C3CC1CCC2)C)C(F)(F)F (12-(4-Chloro-benzenesulfonyl)-5-methyl-3-trifluoromethyl-4,5,12-triaza-tricyclo[6.3.1.02,6]dodeca-2(6),3-diene). Reaction SMILES: [CH3:1][NH:2][NH2:3].[Cl:4][C:5]1[CH:10]=[CH:9][C:8]([S:11]([N:14]2[CH:19]3[CH2:20][CH2:21][CH2:22][CH:15]2[C:16](=C(O)C)[C:17](=O)[CH2:18]3)(=[O:13])=[O:12])=[CH:7][CH:6]=1.[F:27][C:28]([F:35])([F:34])[C:29](OCC)=O.C(NC(C)C)(C)C.[Li]>>[Cl:4][C:5]1[CH:10]=[CH:9][C:8]([S:11]([N:14]2[CH:19]3[CH2:20][CH2:21][CH2:22][CH:15]2[C:16]2[C:29]([C:28]([F:27])([F:34])[F:35])=[N:3][N:2]([CH3:1])[C:17]=2[CH2:18]3)(=[O:13])=[O:12])=[CH:7][CH:6]=1 |f:3.4,^1:42|. Reported procedure: Prepared as described in Example 5 using methylhydrazine and 9-(4-chlorophenylsulfonyl)-2-(1-hydroxyethylidene)-9-azabicyclo[3.3.1]nonan-3-one which was prepared as described in Example 34 using ethyl trifluoroacetate and lithium diisopropylamine. See also: Ferrer, Leticia Oliveira; Margaretha, Paul. Chemical Communications 2001, (5), 481-482. Reactants: COC(=O)C1=NC=2C(=NC=CC2)N1CC1=NOC(=C1)C=1SC(=CC1)Cl (3-[5-(5-Chloro-thiophen-2-yl)-isoxazol-3-ylmethyl]-3H-imidazo[4,5-b]pyridine-2-carboxylic acid methyl ester), [Li+].[OH-] (LiOH), Cl (HCl). The solvent is C1CCOC1 (THF), O (H2O). Reaction conditions: temperature 60 celsius, time 2 hour. The product is ClC1=CC=C(S1)C1=CC(=NO1)CN1C(=NC=2C1=NC=CC2)C(=O)O (3-[5-(5-Chloro-thiophen-2-yl)-isoxazol-3-ylmethyl]-3H-imidazo[4,5-b] pyridine-2-carboxylic acid). As a reaction SMILES: C[O:2][C:3]([C:5]1[N:13]([CH2:14][C:15]2[CH:19]=[C:18]([C:20]3[S:21][C:22]([Cl:25])=[CH:23][CH:24]=3)[O:17][N:16]=2)[C:8]2=[N:9][CH:10]=[CH:11][CH:12]=[C:7]2[N:6]=1)=[O:4].[Li+].[OH-].Cl>C1COCC1.O>[Cl:25][C:22]1[S:21][C:20]([C:18]2[O:17][N:16]=[C:15]([CH2:14][N:13]3[C:8]4=[N:9][CH:10]=[CH:11][CH:12]=[C:7]4[N:6]=[C:5]3[C:3]([OH:4])=[O:2])[CH:19]=2)=[CH:24][CH:23]=1 |f:1.2|. Procedure details: 175.0 mg (0.46 mmol) 3-[5-(5-Chloro-thiophen-2-yl)-isoxazol-3-ylmethyl]-3H-imidazo[4,5-b]pyridine-2-carboxylic acid methyl ester were added to a solution of 19.6 mg (0.82 mmol) LiOH in 6 mL THF and 2 mL H2O. The reaction mixture was stirred for 2 h at 60° C., cooled to room temperature and acidified (pH=2) by the addition of a half concentrated HCl-solution. The precipitate was filtered off and washed with water to give pure 3-[5-(5-Chloro-thiophen-2-yl)-isoxazol-3-ylmethyl]-3H-imidazo[4,5-b] py... Reactants: ClC=1C=C(C(=O)O)C=CC1 (3-chlorobenzoic acid), [OH-].[Na+] (NaOH), ClC(=O)OC(C)CC (sec-butyl chloroformate). Solvent: O (water). The product is C(OC(C1=CC(=CC=C1)Cl)=O)(OC(CC)C)=O (3-chlorobenzoyl 1-methyl-1-propyl carbonate). Yield: 97.4%. As a reaction SMILES: [Cl:1][C:2]1[CH:3]=[C:4]([CH:8]=[CH:9][CH:10]=1)[C:5]([OH:7])=[O:6].[OH-].[Na+].Cl[C:14]([O:16][CH:17]([CH2:19][CH3:20])[CH3:18])=[O:15]>O>[C:14](=[O:15])([O:16][CH:17]([CH3:18])[CH2:19][CH3:20])[O:6][C:5](=[O:7])[C:4]1[CH:8]=[CH:9][CH:10]=[C:2]([Cl:1])[CH:3]=1 |f:1.2|. Procedure: To a well-stirred reaction vessel equipped with a thermometer and a pH electrode were added 39 g of water and 0.20 g of Arquad CB50 at 5° C. After the addition of 0.05 mole of 3-chlorobenzoic acid the pH was adjusted to 6 using a 10 wt % aqueous NaOH solution. Then, 0.05 mole of sec-butyl chloroformate was dosed within 5 min at 5° C. During this time and a post-reaction time of 165 min at 5° C. the pH was kept at a value between 6 and 9. The reaction mixture was allowed to separate, giving 12.5 ... Starting materials: O1C=C(C=C1)C=1C(=C(C(=O)O)C(=CC1)CSC1=CC=CC=C1)OC (3-(furan-3-yl)-2-methoxy-6-(phenylthiomethyl)benzoic acid), O1C=C(C=C1)C=1C(=C(C(=O)O)C(=CC1)CSC1=CC=CC=C1)OC (3-(furan-3-yl)-2-methoxy-6-(phenylthiomethyl)benzoic acid), C(C1=CC=CC=C1)Br (benzyl bromide), C([O-])([O-])=O.[K+].[K+] (potassium carbonate). The solvent is C1CCOC1 (THF). Yields the product O1C=C(C=C1)C=1C(=C(C(=O)OCC2=CC=CC=C2)C(=CC1)CSC1=CC=CC=C1)OC (benzyl 3-(furan-3-yl)-2-methoxy-6-(phenylthiomethyl)-benzoate). Yield: 91.5%. As a reaction SMILES: [O:1]1[CH:5]=[CH:4][C:3]([C:6]2[C:7]([O:23][CH3:24])=[C:8]([C:12]([CH2:15][S:16][C:17]3[CH:22]=[CH:21][CH:20]=[CH:19][CH:18]=3)=[CH:13][CH:14]=2)[C:9]([OH:11])=[O:10])=[CH:2]1.[CH2:25](Br)[C:26]1[CH:31]=[CH:30][CH:29]=[CH:28][CH:27]=1.C(=O)([O-])[O-].[K+].[K+]>C1COCC1>[O:1]1[CH:5]=[CH:4][C:3]([C:6]2[C:7]([O:23][CH3:24])=[C:8]([C:12]([CH2:15][S:16][C:17]3[CH:18]=[CH:19][CH:20]=[CH:21][CH:22]=3)=[CH:13][CH:14]=2)[C:9]([O:11][CH2:25][C:26]2[CH:31]=[CH:30][CH:29]=[CH:28][CH:27]=2)=[O:10])=[CH:2]1 |f:2.3.4|. Procedure details: A solution of 3-(furan-3-yl)-2-methoxy-6-(phenylthiomethyl)benzoic acid (Intermediate 223, 0.83 g), benzyl bromide (0.46 g) and potassium carbonate (0.55 g) in THF (15 ml) was heated to 60° C. for 8 hours. After cooling, the mixture was filtered and the filtrate was evaporated to dryness. The residue was purified by chromatography on silica, eluting with a mixture of ethyl acetate and cyclohexane with a gradient of 0-10% to give benzyl 3-(furan-3-yl)-2-methoxy-6-(phenylthiomethyl)-benzoate (0.96... Reactants: C(C)O (ethanol), C([O-])([O-])=O.[K+].[K+] (potassium carbonate), BrC=1C=CC2=C(C=C(CCN2CC2=CC(=CC=C2)OC)C(=O)O)C1 (7-bromo-1-(3-methoxybenzyl)-2,3-dihydro-1-benzazepine-4-carboxylic acid), B(OC1=CC=C(C=C1)OCCOCCCC)([O-])[O-] (4-butoxyethoxyphenyl borate). Reagents/catalysts: C=1C=CC(=CC1)[P](C=2C=CC=CC2)(C=3C=CC=CC3)[Pd]([P](C=4C=CC=CC4)(C=5C=CC=CC5)C=6C=CC=CC6)([P](C=7C=CC=CC7)(C=8C=CC=CC8)C=9C=CC=CC9)[P](C=1C=CC=CC1)(C=1C=CC=CC1)C=1C=CC=CC1 (tetrakistriphenylphosphinepalladium). The solvent is C1(=CC=CC=C1)C (toluene), O (water), O (water). Reaction conditions: temperature 100 celsius, time 30 minute. Product: CC1N(C2=C(C=C(C1)C(=O)O)C=C(C=C2)C2=CC=C(C=C2)OCCOCCCC)CC2=CC(=CC=C2)OC (methyl 7-(4-butoxyethoxyphenyl)-1-(3-methoxybenzyl)-2,3-dihydro-1-benzazepine-4-carboxylic acid). As a reaction SMILES: [CH2:1](O)C.Br[C:5]1[CH:6]=[CH:7][C:8]2[N:14]([CH2:15][C:16]3[CH:21]=[CH:20][CH:19]=[C:18]([O:22][CH3:23])[CH:17]=3)[CH2:13][CH2:12][C:11]([C:24]([OH:26])=[O:25])=[CH:10][C:9]=2[CH:27]=1.B([O-])([O-])O[C:30]1[CH:35]=[CH:34][C:33]([O:36][CH2:37][CH2:38][O:39][CH2:40][CH2:41][CH2:42][CH3:43])=[CH:32][CH:31]=1.C(=O)([O-])[O-].[K+].[K+]>C1(C)C=CC=CC=1.C1C=CC([P]([Pd]([P](C2C=CC=CC=2)(C2C=CC=CC=2)C2C=CC=CC=2)([P](C2C=CC=CC=2)(C2C=CC=CC=2)C2C=CC=CC=2)[P](C2C=CC=CC=2)(C2C=CC=CC=2)C2C=CC=CC=2)(C2C=CC=CC=2)C2C=CC=CC=2)=CC=1.O>[CH3:1][CH:13]1[CH2:12][C:11]([C:24]([OH:26])=[O:25])=[CH:10][C:9]2[CH:27]=[C:5]([C:30]3[CH:35]=[CH:34][C:33]([O:36][CH2:37][CH2:38][O:39][CH2:40][CH2:41][CH2:42][CH3:43])=[CH:32][CH:31]=3)[CH:6]=[CH:7][C:8]=2[N:14]1[CH2:15][C:16]1[CH:21]=[CH:20][CH:19]=[C:18]([O:22][CH3:23])[CH:17]=1 |f:3.4.5,^1:62,64,83,102|. Reported procedure: In toluene (15 ml), ethanol (1.5 ml) and water (1.5 ml) were suspended 7-bromo-1-(3-methoxybenzyl)-2,3-dihydro-1-benzazepine-4-carboxylic acid (320 mg), 4-butoxyethoxyphenyl borate (246 mg) and potassium carbonate (285 mg), and the suspension was stirred under argon atmosphere for 30 minutes. Then, to the suspension was added tetrakistriphenylphosphinepalladium (64 mg), and the mixture was heated at 100° C. for 8 hours under argon atmosphere. After allowing to cool, water was added to the mixtur... Starting materials: O=C1CCC(=O)N1Br, ClC(Cl)(Cl)Cl, Cc1cccc(C(=O)c2ccccc2)c1, CC(C)(C#N)N=NC(C)(C)C#N. The product is O=C(c1ccccc1)c1cccc(CBr)c1. Reaction SMILES: [Br:16][N:17]1[C:18](=[O:19])[CH2:20][CH2:21][C:22]1=[O:23].[C:36]([Cl:37])([Cl:38])([Cl:39])[Cl:40].[CH3:1][c:2]1[cH:3][c:4]([C:5](=[O:6])[c:7]2[cH:8][cH:9][cH:10][cH:11][cH:12]2)[cH:13][cH:14][cH:15]1.[N:24]([C:25]([CH3:26])([CH3:27])[C:28]#[N:29])=[N:30][C:31]([CH3:32])([CH3:33])[C:34]#[N:35]>>[CH2:1]([c:2]1[cH:3][c:4]([C:5](=[O:6])[c:7]2[cH:8][cH:9][cH:10][cH:11][cH:12]2)[cH:13][cH:14][cH:15]1)[Br:16]. Reactants: C(CCCCCCCC)=O (1-nonanal), Cl (hydrochloric acid), Cl.FC(OC1=CC=C(C=C1)NC(=N)NC(=N)N)(F)F (N1-(4-trifluoromethoxyphenyl)-biguanide hydrochloride). The solvent is C(C)O (ethanol). The product is Cl.C(CCCCCCC)C1N=C(N=C(N1C1=CC=C(C=C1)OC(F)(F)F)N)N (6-Octyl-2,4-diamino-1,6-dihydro-1-(4′-trifluoromethoxyphenyl)-1,3,5-triazine hydrochloride). Reaction SMILES: [CH:1](=O)[CH2:2][CH2:3][CH2:4][CH2:5][CH2:6][CH2:7][CH2:8][CH3:9].[ClH:11].Cl.[F:13][C:14]([F:30])([F:29])[O:15][C:16]1[CH:21]=[CH:20][C:19]([NH:22][C:23]([NH:25][C:26]([NH2:28])=[NH:27])=[NH:24])=[CH:18][CH:17]=1>C(O)C>[ClH:11].[CH2:2]([CH:1]1[N:22]([C:19]2[CH:20]=[CH:21][C:16]([O:15][C:14]([F:13])([F:29])[F:30])=[CH:17][CH:18]=2)[C:23]([NH2:24])=[N:25][C:26]([NH2:28])=[N:27]1)[CH2:3][CH2:4][CH2:5][CH2:6][CH2:7][CH2:8][CH3:9] |f:2.3,5.6|. Reported procedure: 100 ml of ethanol, 4.4 ml (25.6 mmol) of 1-nonanal, and 0.7 ml of concentrated hydrochloric acid were added to 5.0 g (16.8 mmol) of N1-(4-trifluoromethoxyphenyl)-biguanide hydrochloride, and the mixture was refluxed for 9 hours. The solvent was distilled off under reduced pressure, and the residue was recrystallized from hydrous ethanol to obtain 0.7 g of colorless crystals having a melting point of 216 to 220° C. The solvent is C1CCOC1.O (THF water). Procedure details: Ester hydrolysis of 304b) (0.5 g, 1.05 mmol) with lithium hydroxide monohydrate in THF/water. White solid. Yield: 0.48 g (98% of theory) The product is FC1=C(C=C(C=C1)C)C=1C=NC(=NC1)N1C=C(C2=CC=C(C=C12)C(=O)N(C)CC(=O)O)SC (2-(1-(5-(2-Fluoro-5-methylphenyl)pyrimidin-2-yl)-N-methyl-3-(methylthio)-1H-indole-6-carboxamido)acetic acid). As a reaction SMILES: [F:1][C:2]1[CH:7]=[CH:6][C:5]([CH3:8])=[CH:4][C:3]=1[C:9]1[CH:10]=[N:11][C:12]([N:15]2[C:23]3[C:18](=[CH:19][CH:20]=[C:21]([C:24]([N:26]([CH2:28][C:29]([O:31]C)=[O:30])[CH3:27])=[O:25])[CH:22]=3)[C:17]([S:33][CH3:34])=[CH:16]2)=[N:13][CH:14]=1.O.[OH-].[Li+]>C1COCC1.O>[F:1][C:2]1[CH:7]=[CH:6][C:5]([CH3:8])=[CH:4][C:3]=1[C:9]1[CH:10]=[N:11][C:12]([N:15]2[C:23]3[C:18](=[CH:19][CH:20]=[C:21]([C:24]([N:26]([CH2:28][C:29]([OH:31])=[O:30])[CH3:27])=[O:25])[CH:22]=3)[C:17]([S:33][CH3:34])=[CH:16]2)=[N:13][CH:14]=1 |f:1.2.3,4.5|. Reactants: Ester, FC1=C(C=C(C=C1)C)C=1C=NC(=NC1)N1C=C(C2=CC=C(C=C12)C(=O)N(C)CC(=O)OC)SC (Methyl 2-(1-(5-(2-fluoro-5-methylphenyl)pyrimidin-2-yl)-N-methyl-3-(methylthio)-1H-indole-6-carboxamido)acetate), O.[OH-].[Li+] (lithium hydroxide monohydrate). Reactants: C(C=C)(=O)O.C(C=C)(=O)O.C(C=C)(=O)O.C(O)C(CC)(CO)CO (trimethylolpropane triacrylate), C(C=C)(=O)OCC(COC(C=C)=O)(COC(C=C)=O)COC(C=C)=O (pentaerythritol tetraacrylate). The product is C=CC1=CC=CC=C1 (styrene), C=CC(C)=C (isoprene). Reaction SMILES: [C:1](O)(=O)[CH:2]=[CH2:3].[C:6](O)(=O)[CH:7]=[CH2:8].[C:11](O)(=O)[CH:12]=C.[CH2:16]([C:18](CO)([CH2:21]O)[CH2:19][CH3:20])O.C(OCC(COC(=O)C=C)(COC(=O)C=C)COC(=O)C=C)(=O)C=C>>[CH2:3]=[CH:2][C:1]1[CH:12]=[CH:11][CH:6]=[CH:7][CH:8]=1.[CH2:20]=[CH:19][C:18](=[CH2:16])[CH3:21] |f:0.1.2.3|. Procedure details: The method of Example IV was repeated except that 11.3 m moles of initiator were added in each of the two polymerization steps and 135.6 m moles of trimethylolpropane triacrylate was added instead of the pentaerythritol tetraacrylate. Again, a copolymer of 15% by weight of styrene and 85% by weight isoprene was prepared. The reactants are COC(=O)NC(C(=O)OCc1ccccc1)C1CC(C)OC(C)C1, CO. Yields the product COC(=O)NC(C(=O)O)C1CC(C)OC(C)C1. Reaction SMILES: [CH3:1][CH:2]1[O:3][CH:4]([CH3:24])[CH2:5][CH:6]([CH:8]([C:9](=[O:10])[O:11][CH2:12][c:13]2[cH:14][cH:15][cH:16][cH:17][cH:18]2)[NH:19][C:20](=[O:21])[O:22][CH3:23])[CH2:7]1.[CH3:25][OH:26]>>[CH3:1][CH:2]1[O:3][CH:4]([CH3:24])[CH2:5][CH:6]([CH:8]([C:9](=[O:10])[OH:11])[NH:19][C:20](=[O:21])[O:22][CH3:23])[CH2:7]1.